From a dataset of the Open Reaction Database (ORD), a public repository of structured organic reaction records. describe an organic reaction: reactants, conditions, products, and yield Starting materials: O=c1n(CCCCCl)nc2n1-c1ccccc1OC2, [I-], [K+], O, c1ccc(N2CCNCC2)cc1. Yields the product O=c1n(CCCCN2CCN(c3ccccc3)CC2)nc2n1-c1ccccc1OC2. As a reaction SMILES: [Cl:1][CH2:2][CH2:3][CH2:4][CH2:5][n:6]1[n:7][c:8]2[n:13]([c:14]1=[O:15])-[c:12]1[c:11]([cH:19][cH:18][cH:17][cH:16]1)[O:10][CH2:9]2.[I-:21].[K+:20].[OH2:34].[c:22]1([N:28]2[CH2:29][CH2:30][NH:31][CH2:32][CH2:33]2)[cH:23][cH:24][cH:25][cH:26][cH:27]1>>[CH2:2]([CH2:3][CH2:4][CH2:5][n:6]1[n:7][c:8]2[n:13]([c:14]1=[O:15])-[c:12]1[c:11]([cH:19][cH:18][cH:17][cH:16]1)[O:10][CH2:9]2)[N:31]1[CH2:30][CH2:29][N:28]([c:22]2[cH:23][cH:24][cH:25][cH:26][cH:27]2)[CH2:33][CH2:32]1. The reactants are CCOC(=O)CBr, CCOC(C)=O, CCCCCC, Cc1cc(Cl)cc(C)c1B(O)O, [F-], [K+]. Yields the product CCOC(=O)Cc1c(C)cc(Cl)cc1C. As a reaction SMILES: [Br:15][CH2:16][C:17](=[O:18])[O:19][CH2:20][CH3:21].[C:22]([O:23][CH2:24][CH3:25])(=[O:26])[CH3:27].[CH3:28][CH2:29][CH2:30][CH2:31][CH2:32][CH3:33].[Cl:1][c:2]1[cH:3][c:4]([CH3:12])[c:5]([B:9]([OH:10])[OH:11])[c:6]([CH3:8])[cH:7]1.[F-:13].[K+:14]>>[Cl:1][c:2]1[cH:3][c:4]([CH3:12])[c:5]([CH2:16][C:17](=[O:18])[O:19][CH2:20][CH3:21])[c:6]([CH3:8])[cH:7]1. The reactants are O=C(O)Cc1ccc(C(F)(F)F)cc1, NCc1ccc(Cl)cc1. Reagents/catalysts: C1CCN(C1)C(=[N+]2CCCC2)ON3C4=CC=CC=C4N=N3.F[P-](F)(F)(F)(F)F (HBPYU). The solvent is CN(C)C=O (DMF), CN(C)C=O (DMF), CN(C)C=O (DMF), CN(C)C=O (DMF), CN(C)C=O (DMF), CN(C)C=O (DMF). Conditions: temperature 25 celsius, time 2 hour. Yields the product O=C(Cc1ccc(C(F)(F)F)cc1)NCc1ccc(Cl)cc1. Isolated yield 60.6%. RXN SMILES: NCc1ccc(Cl)cc1.O=C(O)Cc1ccc(C(F)(F)F)cc1.C1CCN(C1)C(=[N+]2CCCC2)ON3C4=CC=CC=C4N=N3.F[P-](F)(F)(F)(F)F.CN(C)C=O>>O=C(Cc1ccc(C(F)(F)F)cc1)NCc1ccc(Cl)cc1. The reactants are [Br-], C1N2CN3CN1CN(C2)C3, CCN(C)c1ccc(Cl)cc1C(=O)c1ccccc1, CC(C)O, [NH4+], O. Yields the product CN1CCN=C(c2ccccc2)c2cc(Cl)ccc21. Reaction SMILES: [Br-:30].[CH2:20]1[N:21]2[CH2:28][N:26]3[CH2:25][N:24]([CH2:23][N:22]1[CH2:27]3)[CH2:29]2.[CH3:1][CH2:2][N:3]([c:4]1[c:5]([C:6](=[O:7])[c:8]2[cH:9][cH:10][cH:11][cH:12][cH:13]2)[cH:14][c:15]([Cl:18])[cH:16][cH:17]1)[CH3:19].[CH:32]([OH:33])([CH3:34])[CH3:35].[NH4+:31].[OH2:36]>>[CH2:1]1[CH2:2][N:3]([CH3:19])[c:4]2[c:5]([cH:14][c:15]([Cl:18])[cH:16][cH:17]2)[C:6]([c:8]2[cH:9][cH:10][cH:11][cH:12][cH:13]2)=[N:21]1. Reactants: ClC=1N=C(C2=C(N1)SC=C2C2=CC=CC=C2)Cl (2,4-dichloro-5-phenyl-thieno[2,3-d]pyrimidine), C(C)(C)NC(C)C (diisopropylamine), C(CCC)[Li] (Butyllithium), hexanes, ClC(=O)OC (Methyl chloroformate). Solvent: O (Water), O1CCCC1 (tetrahydrofuran), O1CCCC1 (tetrahydrofuran). Reaction conditions: temperature -55 celsius, time 10 minute. The product is ClC=1N=C(C2=C(N1)SC(=C2C2=CC=CC=C2)C(=O)OC)Cl (methyl 2,4-dichloro-5-phenyl-thieno[2,3-d]pyrimidine-6-carboxylate). The yield is 102.7%. Reaction SMILES: C(NC(C)C)(C)C.C([Li])CCC.[Cl:13][C:14]1[N:15]=[C:16]([Cl:29])[C:17]2[C:22]([C:23]3[CH:28]=[CH:27][CH:26]=[CH:25][CH:24]=3)=[CH:21][S:20][C:18]=2[N:19]=1.Cl[C:31]([O:33][CH3:34])=[O:32]>O1CCCC1.O>[Cl:13][C:14]1[N:15]=[C:16]([Cl:29])[C:17]2[C:22]([C:23]3[CH:28]=[CH:27][CH:26]=[CH:25][CH:24]=3)=[C:21]([C:31]([O:33][CH3:34])=[O:32])[S:20][C:18]=2[N:19]=1. Reported procedure: A solution of diisopropylamine (0.755 mL, 5.33 mmol) in dry tetrahydrofuran (10 mL) was cooled with an acetone/cardice bath to −55° C. under a nitrogen atmosphere. Butyllithium in hexanes (2.0 mL, 4.98 mmol, 2.5 M) was added and the temperature was allowed to rise to 0° C. for 10 min. The mixture was cooled to −55° C. and a solution of 2,4-dichloro-5-phenyl-thieno[2,3-d]pyrimidine (1.00 g, 3.56 mmol) in dry tetrahydrofuran (10 mL) was added. The mixture was stirred for 1 hr, maintaining the temp...